Task: describe an organic reaction: reactants, conditions, products, and yield. Dataset: the Open Reaction Database (ORD), a public repository of structured organic reaction records The reactants are CCOC(=O)NC(C)Cc1cc2c(c(C(N)=O)c1)N(CCCO[Si](C)(C)C(C)(C)C)CC2, Cc1ccccc1, [K+], [OH-]. Product: CC(N)Cc1cc2c(c(C(N)=O)c1)N(CCCO[Si](C)(C)C(C)(C)C)CC2. RXN SMILES: [CH2:1]([O:2][C:3](=[O:4])[NH:5][CH:6]([CH2:7][c:8]1[cH:9][c:10]2[c:14]([c:15]([C:17]([NH2:18])=[O:19])[cH:16]1)[N:13]([CH2:20][CH2:21][CH2:22][O:23][Si:24]([CH3:25])([CH3:26])[C:27]([CH3:28])([CH3:29])[CH3:30])[CH2:12][CH2:11]2)[CH3:31])[CH3:32].[CH3:35][c:36]1[cH:37][cH:38][cH:39][cH:40][cH:41]1.[K+:34].[OH-:33]>>[NH2:5][CH:6]([CH2:7][c:8]1[cH:9][c:10]2[c:14]([c:15]([C:17]([NH2:18])=[O:19])[cH:16]1)[N:13]([CH2:20][CH2:21][CH2:22][O:23][Si:24]([CH3:25])([CH3:26])[C:27]([CH3:28])([CH3:29])[CH3:30])[CH2:12][CH2:11]2)[CH3:31].